This data is from the Open Reaction Database (ORD), a public repository of structured organic reaction records. The task is: describe an organic reaction: reactants, conditions, products, and yield Starting materials: CCO, [Cl-], CC(C)(C)OC(=O)NCc1ccc([N+](=O)[O-])cc1, [NH4+], C1COCCO1, O. Product: CC(C)(C)OC(=O)NCc1ccc(N)cc1. Reaction SMILES: [CH3:19][CH2:20][OH:21].[Cl-:23].[N+:1]([O-:2])(=[O:3])[c:4]1[cH:5][cH:6][c:7]([CH2:8][NH:9][C:10]([O:11][C:12]([CH3:13])([CH3:14])[CH3:15])=[O:16])[cH:17][cH:18]1.[NH4+:24].[O:25]1[CH2:26][CH2:27][O:28][CH2:29][CH2:30]1.[OH2:22]>>[NH2:1][c:4]1[cH:5][cH:6][c:7]([CH2:8][NH:9][C:10]([O:11][C:12]([CH3:13])([CH3:14])[CH3:15])=[O:16])[cH:17][cH:18]1. Reactants: C(#C)C1=NC=C(C=C1)F (2-ethynyl-5-fluoro-pyridine), COC(C1=CN=C(C(=C1)C1=CC=C(C=C1)C(F)(F)F)Cl)=O (6-chloro-5-(4-trifluoromethyl-phenyl)-nicotinic acid methyl ester), N[C@H]1[C@@H](CCCC1)O ((1R,2R)-2-amino-cyclohexanol). Product: FC=1C=CC(=NC1)CCC1=NC=C(C(=O)N[C@H]2[C@@H](CCCC2)O)C=C1C1=CC=C(C=C1)C(F)(F)F (6-[2-(5-Fluoro-pyridin-2-yl)-ethyl]-N-((1R,2R)-2-hydroxy-cyclohexyl)-5-(4-trifluoromethyl-phenyl)-nicotinamide). RXN SMILES: [C:1]([C:3]1[CH:8]=[CH:7][C:6]([F:9])=[CH:5][N:4]=1)#[CH:2].CO[C:12](=[O:30])[C:13]1[CH:18]=[C:17]([C:19]2[CH:24]=[CH:23][C:22]([C:25]([F:28])([F:27])[F:26])=[CH:21][CH:20]=2)[C:16](Cl)=[N:15][CH:14]=1.[NH2:31][C@@H:32]1[CH2:37][CH2:36][CH2:35][CH2:34][C@H:33]1[OH:38]>>[F:9][C:6]1[CH:7]=[CH:8][C:3]([CH2:1][CH2:2][C:16]2[C:17]([C:19]3[CH:20]=[CH:21][C:22]([C:25]([F:26])([F:27])[F:28])=[CH:23][CH:24]=3)=[CH:18][C:13]([C:12]([NH:31][C@@H:32]3[CH2:37][CH2:36][CH2:35][CH2:34][C@H:33]3[OH:38])=[O:30])=[CH:14][N:15]=2)=[N:4][CH:5]=1. Procedure details: The title compound was synthesized in analogy to the procedure described for the preparation of Example 140, using 2-ethynyl-5-fluoro-pyridine (CAN 884494-34-2), 6-chloro-5-(4-trifluoromethyl-phenyl)-nicotinic acid methyl ester, and (1R,2R)-2-amino-cyclohexanol (commercially available) as starting materials, LC at 215 nm; Rt 4.26: 95%, m/z (ES+): 488.5 (M+H). Starting materials: CCCCN=C=O, C1CCOC1, [N-]=[N+]=NCC1CC(SC(c2ccccc2)(c2ccccc2)c2ccccc2)CN1. The product is CCCCNC(=O)N1CC(SC(c2ccccc2)(c2ccccc2)c2ccccc2)CC1CN=[N+]=[N-]. RXN SMILES: [CH2:30]([CH2:31][CH2:32][CH3:33])[N:34]=[C:35]=[O:36].[CH2:37]1[O:38][CH2:39][CH2:40][CH2:41]1.[N:1](=[N+:2]=[N-:3])[CH2:4][CH:5]1[NH:6][CH2:7][CH:8]([S:10][C:11]([c:12]2[cH:13][cH:14][cH:15][cH:16][cH:17]2)([c:18]2[cH:19][cH:20][cH:21][cH:22][cH:23]2)[c:24]2[cH:25][cH:26][cH:27][cH:28][cH:29]2)[CH2:9]1>>[N:1](=[N+:2]=[N-:3])[CH2:4][CH:5]1[N:6]([C:35]([NH:34][CH2:30][CH2:31][CH2:32][CH3:33])=[O:36])[CH2:7][CH:8]([S:10][C:11]([c:12]2[cH:13][cH:14][cH:15][cH:16][cH:17]2)([c:18]2[cH:19][cH:20][cH:21][cH:22][cH:23]2)[c:24]2[cH:25][cH:26][cH:27][cH:28][cH:29]2)[CH2:9]1. Starting materials: C1(\C=C\CCCCC1)O ((E)-cyclooct-2-enol), C(C)(C)N(CC)C(C)C (diisopropylethylamine), C[C@H]1[C@H]([C@H](C[C@@H](O1)O[C@H]2C[C@@](CC=3C2=C(C4=C(C3O)C(=O)C5=CC=CC(=C5C4=O)OC)O)(C(=O)CO)O)N)O.Cl (doxorubicin hydrochloride). Run in CN(C)C=O (DMF). The product is C/1=C\CCCCCC1.C[C@H]1[C@H]([C@H](C[C@@H](O1)O[C@H]2C[C@@](CC=3C2=C(C4=C(C3O)C(=O)C5=CC=CC(=C5C4=O)OC)O)(C(=O)CO)O)N)O ((E)-Cyclooctene Doxorubicin). As a reaction SMILES: [CH:1]1(O)[CH2:8][CH2:7][CH2:6][CH2:5][CH2:4][CH:3]=[CH:2]1.C(N(C(C)C)CC)(C)C.[CH3:19][C@@H:20]1[O:25][C@@H:24]([O:26][C@@H:27]2[C:32]3=[C:33]([OH:50])[C:34]4[C:46](=[O:47])[C:45]5[C:40](=[CH:41][CH:42]=[CH:43][C:44]=5[O:48][CH3:49])[C:38](=[O:39])[C:35]=4[C:36]([OH:37])=[C:31]3[CH2:30][C@@:29]([OH:55])([C:51]([CH2:53][OH:54])=[O:52])[CH2:28]2)[CH2:23][C@H:22]([NH2:56])[C@@H:21]1[OH:57].Cl>CN(C=O)C>[CH:1]1=[CH:2][CH2:3][CH2:4][CH2:5][CH2:6][CH2:7][CH2:8]1.[CH3:19][C@@H:20]1[O:25][C@@H:24]([O:26][C@@H:27]2[C:32]3=[C:33]([OH:50])[C:34]4[C:46](=[O:47])[C:45]5[C:40](=[CH:41][CH:42]=[CH:43][C:44]=5[O:48][CH3:49])[C:38](=[O:39])[C:35]=4[C:36]([OH:37])=[C:31]3[CH2:30][C@@:29]([OH:55])([C:51]([CH2:53][OH:54])=[O:52])[CH2:28]2)[CH2:23][C@H:22]([NH2:56])[C@@H:21]1[OH:57] |f:2.3,5.6|. Procedure details: In a similar fashion, from the PNP-derivative 34 derived from the major alcohol 31 (22 mg, 0.0756 mmol) in 7.2 g DMF, after reaction with diisopropylethylamine (80 mg, 0.62 mmol) and doxorubicin hydrochloride (47.7 mg, 0.0822 mmol), followed by removal of the solvent under high vacuum, chromatography and TBME/heptane treatment major-38 was obtained (21 mg, 0.030 mmol, 30%). The filtrate contained an additional amount of product.